describe an organic reaction: reactants, conditions, products, and yield From a dataset of the Open Reaction Database (ORD), a public repository of structured organic reaction records. Reactants: CC(=O)O[BH-](OC(C)=O)OC(C)=O, CC(=O)O, CCc1nc2c(cnn2CC)c(NC2CCOCC2)c1CNC(=O)c1cccc(C(=O)NCc2cccc(-c3cccc(C=O)c3)c2C)c1, ClCCCl, CC(C)(C)OC(=O)N1CCCNCC1, [Na+]. The product is CCc1nc2c(cnn2CC)c(NC2CCOCC2)c1CNC(=O)c1cccc(C(=O)NCc2cccc(-c3cccc(CN4CCCNCC4)c3)c2C)c1. As a reaction SMILES: [C:64]([O:65][BH-:66]([O:67][C:68](=[O:69])[CH3:70])[O:71][C:72](=[O:73])[CH3:74])(=[O:75])[CH3:76].[C:78]([OH:79])(=[O:80])[CH3:81].[CH2:1]([CH3:2])[n:3]1[n:4][cH:5][c:6]2[c:7]1[n:8][c:9]([CH2:48][CH3:49])[c:10]([CH2:19][NH:20][C:21](=[O:22])[c:23]1[cH:24][c:25]([C:29](=[O:30])[NH:31][CH2:32][c:33]3[c:34]([CH3:47])[c:35](-[c:39]4[cH:40][c:41]([CH:45]=[O:46])[cH:42][cH:43][cH:44]4)[cH:36][cH:37][cH:38]3)[cH:26][cH:27][cH:28]1)[c:11]2[NH:12][CH:13]1[CH2:14][CH2:15][O:16][CH2:17][CH2:18]1.[Cl:82][CH2:83][CH2:84][Cl:85].[N:50]1([C:57]([O:58][C:59]([CH3:60])([CH3:61])[CH3:62])=[O:63])[CH2:51][CH2:52][NH:53][CH2:54][CH2:55][CH2:56]1.[Na+:77]>>[CH2:1]([CH3:2])[n:3]1[n:4][cH:5][c:6]2[c:7]1[n:8][c:9]([CH2:48][CH3:49])[c:10]([CH2:19][NH:20][C:21](=[O:22])[c:23]1[cH:24][c:25]([C:29](=[O:30])[NH:31][CH2:32][c:33]3[c:34]([CH3:47])[c:35](-[c:39]4[cH:40][c:41]([CH2:45][N:50]5[CH2:51][CH2:52][NH:53][CH2:54][CH2:55][CH2:56]5)[cH:42][cH:43][cH:44]4)[cH:36][cH:37][cH:38]3)[cH:26][cH:27][cH:28]1)[c:11]2[NH:12][CH:13]1[CH2:14][CH2:15][O:16][CH2:17][CH2:18]1. The reactants are OCCC1(Br)CC1(Br)Br, ClCCl, O, O=S(=O)(Cl)Cl, c1ccncc1, c1ccccc1. Product: O=S(=O)(OCCC1(Br)CC1(Br)Br)c1ccccc1. As a reaction SMILES: [Br:1][C:2]1([Br:9])[C:3]([CH2:5][CH2:6][OH:7])([Br:8])[CH2:4]1.[CH2:28]([Cl:29])[Cl:30].[OH2:27].[S:16](=[O:17])(=[O:18])([Cl:19])[Cl:20].[cH:10]1[cH:11][cH:12][n:13][cH:14][cH:15]1.[cH:21]1[cH:22][cH:23][cH:24][cH:25][cH:26]1>>[Br:1][C:2]1([Br:9])[C:3]([CH2:5][CH2:6][O:7][S:16](=[O:17])(=[O:18])[c:21]2[cH:22][cH:23][cH:24][cH:25][cH:26]2)([Br:8])[CH2:4]1. Starting materials: N (ammonia), C(C1=CC=CC=C1)C1=NC(=CC=C1OCOC)I (2-benzyl-3-methoxymethyloxy-6-iodopyridine), O[C@@H]1C(NCC1)=O ((3S)-3-hydroxy-2-pyrrolidinone), cuprous iodide, C([O-])([O-])=O.[K+].[K+] (potassium carbonate). The solvent is C(C)(=O)OCC (ethyl acetate), CN1C(CCC1)=O (1-methyl-2-pyrrolidinone). Run at temperature 140 celsius, time 20 minute. The product is C(C1=CC=CC=C1)C1=NC(=CC=C1OCOC)N1C([C@H](CC1)O)=O (2-Benzyl-3-methoxymethyloxy-6-[(3S)-3-hydroxy-2-pyrrolidinone-1-yl]pyridine). The yield is 73.4%. As a reaction SMILES: [CH2:1]([C:8]1[C:13]([O:14][CH2:15][O:16][CH3:17])=[CH:12][CH:11]=[C:10](I)[N:9]=1)[C:2]1[CH:7]=[CH:6][CH:5]=[CH:4][CH:3]=1.[OH:19][C@H:20]1[CH2:24][CH2:23][NH:22][C:21]1=[O:25].C(=O)([O-])[O-].[K+].[K+].N>CN1CCCC1=O.C(OCC)(=O)C>[CH2:1]([C:8]1[C:13]([O:14][CH2:15][O:16][CH3:17])=[CH:12][CH:11]=[C:10]([N:22]2[CH2:23][CH2:24][C@H:20]([OH:19])[C:21]2=[O:25])[N:9]=1)[C:2]1[CH:7]=[CH:6][CH:5]=[CH:4][CH:3]=1 |f:2.3.4|. Procedure: 14.3 g of 2-benzyl-3-methoxymethyloxy-6-iodopyridine (Production Example 12) and 4.1 g of (3S)-3-hydroxy-2-pyrrolidinone synthesized according to a method well-known in a literature (Synthesis, 1978, 614), 4.6 g of cuprous iodide and 13.7 g of potassium carbonate were suspended in 30 ml of 1-methyl-2-pyrrolidinone, followed by heating under stirring at 140° C. in an oil bath for 20 minutes in a nitrogen atmosphere. After cooling as it was, ethyl acetate and aqueous ammonia were added thereto. Th... The reactants are CC(C)(C)c1ccncc1, CC(=O)O, OO. Product: CC(C)(C)c1cc[n+]([O-])cc1. RXN SMILES: [C:1]([CH3:2])([CH3:3])([CH3:4])[c:5]1[cH:6][cH:7][n:8][cH:9][cH:10]1.[CH3:13][C:14](=[O:15])[OH:16].[OH:11][OH:12]>>[C:1]([CH3:2])([CH3:3])([CH3:4])[c:5]1[cH:6][cH:7][n+:8]([O-:11])[cH:9][cH:10]1. Starting materials: CCOC(=O)c1cncc2c(COc3cc(N)ccc3C)csc12, C1CCOC1, CCN(C(C)C)C(C)C, O=C(Cl)c1cccc(Cl)c1. Product: CCOC(=O)c1cncc2c(COc3cc(NC(=O)c4cccc(Cl)c4)ccc3C)csc12. RXN SMILES: [CH2:1]([CH3:2])[O:3][C:4](=[O:5])[c:6]1[c:7]2[c:8]([cH:9][n:10][cH:11]1)[c:12]([CH2:15][O:16][c:17]1[c:18]([CH3:24])[cH:19][cH:20][c:21]([NH2:23])[cH:22]1)[cH:13][s:14]2.[CH2:44]1[O:45][CH2:46][CH2:47][CH2:48]1.[CH:25]([N:26]([CH:27]([CH3:28])[CH3:29])[CH2:30][CH3:31])([CH3:32])[CH3:33].[Cl:34][c:35]1[cH:36][c:37]([C:38](=[O:39])[Cl:40])[cH:41][cH:42][cH:43]1>>[CH2:1]([CH3:2])[O:3][C:4](=[O:5])[c:6]1[c:7]2[c:8]([cH:9][n:10][cH:11]1)[c:12]([CH2:15][O:16][c:17]1[c:18]([CH3:24])[cH:19][cH:20][c:21]([NH:23][C:38]([c:37]3[cH:36][c:35]([Cl:34])[cH:43][cH:42][cH:41]3)=[O:39])[cH:22]1)[cH:13][s:14]2. Starting materials: C(C)(C)(C)OC(NCC(CC(C)C)CC(NCCC#N)=O)=O ({2-[(2-Cyano-ethylcarbamoyl)-methyl]-4-methyl-pentyl}-carbamic acid tert-butyl ester), COC(C(CC(=O)OC(C)(C)C)CC(C)C)=O (2-Isobutyl-succinic acid-4-t-butyl ester-1-methyl ester). Run in Cl (hydrochloric acid), CC(=O)C (acetone). Yields the product C(C)(C)(C)OC(CC(C(=O)O)CC(C)C)=O (2-Isobutyl-succinic acid-4-t-butyl ester). The yield is 58.8%. Reaction SMILES: C(OC(=O)NCC(CC(=O)NCCC#N)CC(C)C)(C)(C)C.C[O:24][C:25](=[O:39])[CH:26]([CH2:35][CH:36]([CH3:38])[CH3:37])[CH2:27][C:28]([O:30][C:31]([CH3:34])([CH3:33])[CH3:32])=[O:29]>Cl.CC(C)=O>[C:31]([O:30][C:28](=[O:29])[CH2:27][CH:26]([CH2:35][CH:36]([CH3:37])[CH3:38])[C:25]([OH:39])=[O:24])([CH3:34])([CH3:33])[CH3:32]. Procedure: Synthesis of Compound 1 Indan-2-one (1.0 g, 7.6 mmol), ethylene glycol (0.43 mL, 7.6 mmol), and para-toluene sulphonic acid were refluxed in benzene (40 mL) using a Dean-Stark trap for 6 hours. The mixture was allowed to cool and was then diluted with ethyl acetate (100 ml) and washed with saturated sodium hydrogen carbonate solution (60 mL). The organic layer was separated off, and the aqueous layer was extracted further with ethyl acetate (2×50 mL). The combined organic fractions were washed w... Starting materials: ClC=1NC2=C(N1)C=C(C(=C2)[N+](=O)[O-])[N+](=O)[O-] (2-chloro-5,6-dinitrobenzimidazole), C(C1=CC=CC=C1)O[C@H]1C(O[C@@H]([C@H]1OCC1=CC=CC=C1)COCC1=CC=CC=C1)Cl (2,3,5-tri-O-benzyl-D-ribofuranosyl chloride), [Si](C)(C)(C)OS(=O)(=O)C(F)(F)F (TMSOTf). Run in CCOC(=O)C (EtOAc), CC#N (MeCN), CC#N (MeCN). Conditions: temperature 75 celsius, time 15 minute. Product: ClC1=NC2=C(N1[C@H]1[C@H](OCC3=CC=CC=C3)[C@H](OCC3=CC=CC=C3)[C@H](O1)COCC1=CC=CC=C1)C=C(C(=C2)[N+](=O)[O-])[N+](=O)[O-] (2-Chloro-5,6-dinitro-1-(2,3,5-tri-O-benzyl-β-D-ribofuranosyl)benzimidazole). Yield: 35.0%. RXN SMILES: [Cl:1][C:2]1[NH:3][C:4]2[CH:10]=[C:9]([N+:11]([O-:13])=[O:12])[C:8]([N+:14]([O-:16])=[O:15])=[CH:7][C:5]=2[N:6]=1.[CH2:17]([O:24][C@@H:25]1[C@H:29]([O:30][CH2:31][C:32]2[CH:37]=[CH:36][CH:35]=[CH:34][CH:33]=2)[C@@H:28]([CH2:38][O:39][CH2:40][C:41]2[CH:46]=[CH:45][CH:44]=[CH:43][CH:42]=2)[O:27][CH:26]1Cl)[C:18]1[CH:23]=[CH:22][CH:21]=[CH:20][CH:19]=1.[Si](OS(C(F)(F)F)(=O)=O)(C)(C)C>CC#N.CCOC(C)=O>[Cl:1][C:2]1[N:3]([C@@H:26]2[O:27][C@H:28]([CH2:38][O:39][CH2:40][C:41]3[CH:46]=[CH:45][CH:44]=[CH:43][CH:42]=3)[C@@H:29]([O:30][CH2:31][C:32]3[CH:37]=[CH:36][CH:35]=[CH:34][CH:33]=3)[C@H:25]2[O:24][CH2:17][C:18]2[CH:23]=[CH:22][CH:21]=[CH:20][CH:19]=2)[C:4]2[CH:10]=[C:9]([N+:11]([O-:13])=[O:12])[C:8]([N+:14]([O-:16])=[O:15])=[CH:7][C:5]=2[N:6]=1. Procedure: To a mixture of 0.541 g (2.23 mmol) of 2-chloro-5,6-dinitrobenzimidazole in 12 mL of MeCN, was added 0.558 mL (2.23 mmol) of BSA. The reaction mixture was stirred at 75° C. for 15 min to give a clear solution. This solution was treated with the above MeCN solution of 2,3,5-tri-O-benzyl-D-ribofuranosyl chloride and 0.56 mL (2.90 mmol) of TMSOTf at 75° C. for 30 min. The reaction mixture was cooled and diluted with EtOAc (50 mL). The EtOAc solution was washed with sat. NaHCO3 solution (50 mL×2), s... The reactants are ClC=1C=C2C=CC(=CC2=CC1)S(=O)(=O)N1CCN(CC1)C(C1=CC=C(C=C1)C1=CC=NC=C1)=O (1-[(6-chloronaphthalen-2-yl)sulfonyl]-4-[4-(pyridin-4-yl)benzoyl]piperazine), peroxide, C([O-])(O)=O.[Na+] (sodium bicarbonate), ClC1=CC(=CC=C1)C(=O)OO (3-chloroperbenzoic acid), S(=O)([O-])[O-].[Na+].[Na+] (sodium sulfite). Solvent: ClCCl (Dichloromethane), ClCCl (dichloromethane). Run at temperature -20 celsius, time 21 hour. Yields the product ClC=1C=C2C=CC(=CC2=CC1)S(=O)(=O)N1CCN(CC1)C(=O)C1=CC=C(C=C1)C1=CC=[N+](C=C1)[O-] (4-[4-[[4-[(6-Chloronaphthalen-2-yl)sulfonyl]piperazin-1-yl]carbonyl]phenyl]pyridine N-oxide). Reaction SMILES: [Cl:1][C:2]1[CH:3]=[C:4]2[C:9](=[CH:10][CH:11]=1)[CH:8]=[C:7]([S:12]([N:15]1[CH2:20][CH2:19][N:18]([C:21](=[O:34])[C:22]3[CH:27]=[CH:26][C:25]([C:28]4[CH:33]=[CH:32][N:31]=[CH:30][CH:29]=4)=[CH:24][CH:23]=3)[CH2:17][CH2:16]1)(=[O:14])=[O:13])[CH:6]=[CH:5]2.ClC1C=CC=C(C(OO)=[O:43])C=1.S([O-])([O-])=O.[Na+].[Na+].C(=O)(O)[O-].[Na+]>ClCCl>[Cl:1][C:2]1[CH:3]=[C:4]2[C:9](=[CH:10][CH:11]=1)[CH:8]=[C:7]([S:12]([N:15]1[CH2:20][CH2:19][N:18]([C:21]([C:22]3[CH:23]=[CH:24][C:25]([C:28]4[CH:33]=[CH:32][N+:31]([O-:43])=[CH:30][CH:29]=4)=[CH:26][CH:27]=3)=[O:34])[CH2:17][CH2:16]1)(=[O:14])=[O:13])[CH:6]=[CH:5]2 |f:2.3.4,5.6|. Procedure details: In dichloromethane (10 ml), 1-[(6-chloronaphthalen-2-yl)sulfonyl]-4-[4-(pyridin-4-yl)benzoyl]piperazine (300 mg) obtained in Example A-1 was dissolved, followed by the addition of 3-chloroperbenzoic acid (382 g) at −20° C. The resulting mixture was stirred at −20° C. for 21 hours. An aqueous solution of sodium sulfite was added to decompose an excess peroxide. Dichloromethane and a saturated aqueous solution of sodium bicarbonate were added to separate an organic layer. After drying the organic ...